Dataset: the Open Reaction Database (ORD), a public repository of structured organic reaction records. Task: describe an organic reaction: reactants, conditions, products, and yield Reactants: O=C([O-])O, CC1CN(c2ccc(C#N)c(C(F)(F)F)c2)C(C)CN1C(=O)N1CCSCC1, ClC(Cl)Cl, O=C(OO)c1cccc(Cl)c1, ClCCl, [Na+]. Yields the product CC1CN(c2ccc(C#N)c(C(F)(F)F)c2)C(C)CN1C(=O)N1CCS(=O)CC1. As a reaction SMILES: [C:29]([O-:30])(=[O:31])[OH:32].[CH3:1][CH:2]1[N:3]([c:17]2[cH:18][c:19]([C:25]([F:26])([F:27])[F:28])[c:20]([C:21]#[N:22])[cH:23][cH:24]2)[CH2:4][CH:5]([CH3:16])[N:6]([C:8](=[O:9])[N:10]2[CH2:11][CH2:12][S:13][CH2:14][CH2:15]2)[CH2:7]1.[CH:45]([Cl:46])([Cl:47])[Cl:48].[Cl:34][c:35]1[cH:36][cH:37][cH:38][c:39]([C:40]([O:41][OH:42])=[O:43])[cH:44]1.[Cl:49][CH2:50][Cl:51].[Na+:33]>>[CH3:1][CH:2]1[N:3]([c:17]2[cH:18][c:19]([C:25]([F:26])([F:27])[F:28])[c:20]([C:21]#[N:22])[cH:23][cH:24]2)[CH2:4][CH:5]([CH3:16])[N:6]([C:8](=[O:9])[N:10]2[CH2:11][CH2:12][S:13](=[O:30])[CH2:14][CH2:15]2)[CH2:7]1. Procedure: 1-(18-(benzyloxy)octadecan-9-yl)-1H-imidazole (1.5 g, 3.52 mmol) was dissolved in EtOH, then 10% Pd on carbon (200 mg) was added and the reaction mixture hydrogenated under hydrogen balloon at reflux for 2 days. The reaction was filtered off to remove Pd carbon, then the filtrate was concentrated. The crude product was purified by silica gel column (3% MeOH in DCM) to give 10-(1H-imidazol-1-yl)octadecan-1-ol as a gummy liquid (0.96 g, 81%). The yield is 81.0%. Run in CCO (EtOH). The product is N1(C=NC=C1)C(CCCCCCCCCO)CCCCCCCC (10-(1H-imidazol-1-yl)octadecan-1-ol). The reagents and catalysts are [Pd] (Pd on carbon). Reactants: C(C1=CC=CC=C1)OCCCCCCCCCC(CCCCCCCC)N1C=NC=C1 (1-(18-(benzyloxy)octadecan-9-yl)-1H-imidazole), [H][H] (hydrogen). As a reaction SMILES: C([O:8][CH2:9][CH2:10][CH2:11][CH2:12][CH2:13][CH2:14][CH2:15][CH2:16][CH2:17][CH:18]([N:27]1[CH:31]=[CH:30][N:29]=[CH:28]1)[CH2:19][CH2:20][CH2:21][CH2:22][CH2:23][CH2:24][CH2:25][CH3:26])C1C=CC=CC=1.[H][H]>CCO.[Pd]>[N:27]1([CH:18]([CH2:19][CH2:20][CH2:21][CH2:22][CH2:23][CH2:24][CH2:25][CH3:26])[CH2:17][CH2:16][CH2:15][CH2:14][CH2:13][CH2:12][CH2:11][CH2:10][CH2:9][OH:8])[CH:31]=[CH:30][N:29]=[CH:28]1. Conditions: time 64 hour. The solvent is ClCCl (dichloromethane). Procedure: A stirred, 0° C. solution of 4-hydroxybenzonitrile (50.7 g, 426 mmol) in 1400 mL of dichloromethane and 75 mL anhydrous ethanol is treated with anhydrous hydrogen chloride gas (110 g) over 1.5 hours. This solution is stirred at room temperature for 64 hours and the resulting solids collected and washed with 500 mL diethyl ether and 2×1000 mL of ethyl acetate. The remaining solids (60.4 g) were dissolved in 1200 mL of water and the residual solids filtered. To the filtrate is added a solution of ... Reactants: OC1=CC=C(C#N)C=C1 (4-hydroxybenzonitrile), Cl (hydrogen chloride), C(C)O (ethanol). The product is OC1=CC=C(C=C1)C(OCC)=N (ethyl 4-hydroxybenzenecarboximidoate). Reaction SMILES: [OH:1][C:2]1[CH:9]=[CH:8][C:5]([C:6]#[N:7])=[CH:4][CH:3]=1.Cl.[CH2:11]([OH:13])[CH3:12]>ClCCl>[OH:1][C:2]1[CH:9]=[CH:8][C:5]([C:6](=[NH:7])[O:13][CH2:11][CH3:12])=[CH:4][CH:3]=1.